This data is from the Open Reaction Database (ORD), a public repository of structured organic reaction records. The task is: describe an organic reaction: reactants, conditions, products, and yield Starting materials: intermediate 9.2, CC(C)(C)C1=C(C(=CC(=C1)CC(=O)N1CCN(CC1)C1=CC=C(C=C1)[N+](=O)[O-])C(C)(C)C)O (2,6-bis-(1,1-dimethylethyl)-4-{[[4-(4-nitrophenyl)-1-piperazinyl]-carbonyl]-methyl}-phenol), CC(C)(C)C1=C(C(=CC(=C1)C(=O)N1CCN(CC1)C1=CC=C(C=C1)[N+](=O)[O-])C(C)(C)C)O (2,6-bis-(1,1-dimethylethyl)-4-{[4-(4-nitrophenyl)-1-piperazinyl]-carbonyl}-phenol). The product is CC(C)(C)C1=C(C(=CC(=C1)CN1CCN(CC1)C1=CC=C(C=C1)N)C(C)(C)C)O (2,6-bis-(1,1-dimethylethyl)-4-{[4-(4-aminophenyl)-1-piperazinyl]-methyl}-phenol). Yield: 75.0%. Reaction SMILES: CC(C1C=C(CC(N2CCN(C3C=CC([N+]([O-])=O)=CC=3)CC2)=O)C=C(C(C)(C)C)C=1O)(C)C.[CH3:34][C:35]([C:38]1[CH:43]=[C:42]([C:44]([N:46]2[CH2:51][CH2:50][N:49]([C:52]3[CH:57]=[CH:56][C:55]([N+:58]([O-])=O)=[CH:54][CH:53]=3)[CH2:48][CH2:47]2)=O)[CH:41]=[C:40]([C:61]([CH3:64])([CH3:63])[CH3:62])[C:39]=1[OH:65])([CH3:37])[CH3:36]>>[CH3:37][C:35]([C:38]1[CH:43]=[C:42]([CH2:44][N:46]2[CH2:47][CH2:48][N:49]([C:52]3[CH:53]=[CH:54][C:55]([NH2:58])=[CH:56][CH:57]=3)[CH2:50][CH2:51]2)[CH:41]=[C:40]([C:61]([CH3:64])([CH3:63])[CH3:62])[C:39]=1[OH:65])([CH3:34])[CH3:36]. Reported procedure: The experimental protocol used is the same as that described for intermediate 9.2, with 2,6-bis-(1,1-dimethylethyl)-4-{[[4-(4-nitrophenyl)-1-piperazinyl]-carbonyl]-methyl}-phenol replacing the 2,6-bis-(1,1-dimethylethyl)-4-{[4-(4-nitrophenyl)-1-piperazinyl]-carbonyl}-phenol. A pale pink powder is obtained with a yield of 75%. Melting point: 152-154° C. Starting materials: ClC=1C=NC(=C(C(=O)OC)C1)N1CC(C1)CO (methyl 5-chloro-2-(3-(hydroxymethyl)azetidin-1-yl)nicotinate), FC=1C=C(C=CC1)O (3-Fluorophenol). Product: ClC=1C=NC(=C(C(=O)OC)C1)N1CC(C1)COC1=CC(=CC=C1)F (methyl 5-chloro-2-(3-((3-fluorophenoxy)methyl)azetidin-1-yl)nicotinate). Yield: 132.0%. As a reaction SMILES: [Cl:1][C:2]1[CH:3]=[N:4][C:5]([N:12]2[CH2:15][CH:14]([CH2:16][OH:17])[CH2:13]2)=[C:6]([CH:11]=1)[C:7]([O:9][CH3:10])=[O:8].[F:18][C:19]1[CH:20]=[C:21](O)[CH:22]=[CH:23][CH:24]=1>>[Cl:1][C:2]1[CH:3]=[N:4][C:5]([N:12]2[CH2:13][CH:14]([CH2:16][O:17][C:23]3[CH:22]=[CH:21][CH:20]=[C:19]([F:18])[CH:24]=3)[CH2:15]2)=[C:6]([CH:11]=1)[C:7]([O:9][CH3:10])=[O:8]. Reported procedure: The title compound (D83) (D021/006/3) (66.2 mg) was prepared according to the experimental procedure described in Description 82 starting from methyl 5-chloro-2-(3-(hydroxymethyl)azetidin-1-yl)nicotinate (D65) (37 mg, 0.143 mmol) and 3-Fluorophenol (13 μl, 0.143 mmol). Starting materials: Cl.COC([C@@H](N)CC(C)C)=O (L-leucine methyl ester hydrochloride), ON1N=NC2=C1C=CC=C2 (1-hydroxybenzotriazole), CN1CCOCC1 (N-methylmorpholine), C1(CCCCC1)N=C=NC1CCCCC1 (dicyclohexylcarbodiimide), C(C)(C)(C)OC(=O)N1C(SCC1C(=O)O)C=1C=NC=CC1 (N-tert-butoxycarbonyl-2-(3-pyridyl)thiazolidine-4 carboxylic acid). Run in O1CCCC1 (tetrahydrofuran). The product is COC([C@@H](NC(=O)C1N(C(SC1)C=1C=NC=CC1)C(=O)OC(C)(C)C)CC(C)C)=O ([N-tert-butoxycarbonyl-2-(3-pyridyl)thiazolidine-4-carbonyl]-L-leucine methyl ester). Isolated yield 98.5%. As a reaction SMILES: [C:1]([O:5][C:6]([N:8]1[CH:12]([C:13]([OH:15])=O)[CH2:11][S:10][CH:9]1[C:16]1[CH:17]=[N:18][CH:19]=[CH:20][CH:21]=1)=[O:7])([CH3:4])([CH3:3])[CH3:2].Cl.[CH3:23][O:24][C:25](=[O:32])[C@H:26]([CH2:28][CH:29]([CH3:31])[CH3:30])[NH2:27].ON1C2C=CC=CC=2N=N1.CN1CCOCC1.C1(N=C=NC2CCCCC2)CCCCC1>O1CCCC1>[CH3:23][O:24][C:25](=[O:32])[C@H:26]([CH2:28][CH:29]([CH3:31])[CH3:30])[NH:27][C:13]([CH:12]1[CH2:11][S:10][CH:9]([C:16]2[CH:17]=[N:18][CH:19]=[CH:20][CH:21]=2)[N:8]1[C:6]([O:5][C:1]([CH3:2])([CH3:3])[CH3:4])=[O:7])=[O:15] |f:1.2|. Procedure details: To a solution of 600 mg of N-tert-butoxycarbonyl-2-(3-pyridyl)thiazolidine-4 carboxylic acid in 5 ml of tetrahydrofuran, there were added, at 4° C. or below, 350 mg of L-leucine methyl ester hydrochloride, 390 mg of 1-hydroxybenzotriazole, 190 mg of N-methylmorpholine and 440 mg of dicyclohexylcarbodiimide, in that order, and the mixture was stirred overnight in an icehouse. The resultant precipitate was filtered off, the filtrate was concentrated under reduced pressure, 50 ml of ethyl acetate w... Reactants: C(C)(=O)OCC.CCCCCC (Ethyl acetate n-Hexane), FC(C=1C=C(C=C(C1)C(F)(F)F)C=1N=CNC1)(F)F (4-(3,5-bis(trifluoromethyl)phenyl)-1H-imidazole), TEA, C(C=C)(=O)OC(C)C (Isopropyl acrylate), O (water). Solvent: ClCCl (dichloromethane). Run at temperature 0 celsius, time 30 minute. Product: FC(C=1C=C(C=C(C1)C(F)(F)F)C=1N=CN(C1)\C=C/C(=O)OC(C)C)(F)F ((Z)-isopropyl 3-(4-(3,5-bis(trifluoromethyl)phenyl)-1H-imidazol-1-yl)acrylate). The yield is 64.9%. Reaction SMILES: [F:1][C:2]([F:19])([F:18])[C:3]1[CH:4]=[C:5]([C:13]2[N:14]=[CH:15][NH:16][CH:17]=2)[CH:6]=[C:7]([C:9]([F:12])([F:11])[F:10])[CH:8]=1.[C:20]([O:24][CH:25]([CH3:27])[CH3:26])(=[O:23])[CH:21]=[CH2:22].C(OCC)(=O)C.CCCCCC.O>ClCCl>[F:19][C:2]([F:1])([F:18])[C:3]1[CH:4]=[C:5]([C:13]2[N:14]=[CH:15][N:16](/[CH:22]=[CH:21]\[C:20]([O:24][CH:25]([CH3:27])[CH3:26])=[O:23])[CH:17]=2)[CH:6]=[C:7]([C:9]([F:10])([F:11])[F:12])[CH:8]=1 |f:2.3|. Procedure details: In a 100 mL, 3N round-bottomed flask equipped with nitrogen inlet, thermometer pocket and stopper, 4-(3,5-bis(trifluoromethyl)phenyl)-1H-imidazole (1) (1.1 g, 1.0 eq.) was dissolved in dichloromethane (20 mL, 19V) the reaction mixture was cooled to 0° C. To this reaction mixture TEA (0.709 mL, 1.3 eq.) followed by Isopropyl acrylate (0.571 g, 1.3 eq.) was added at 0° C. and reaction mixture was stirred for 30 min. The progress of the reaction was followed by TLC analysis on silica gel with 20% E... Starting materials: COC(COC1=CC=C(C=C1)OCC#CC1=CC(=CC(=C1)C#CC1=CC=CC=C1)Br)=O ({4-[3-(3-bromo-5-phenylethynyl-phenyl)-prop-2-ynyloxy]-phenoxy}-acetic acid methyl ester), ice, [Li+].[OH-] (LiOH), O (water), Cl (HCl). Run in C1CCOC1 (THF), CO (methanol). Run at temperature 0 celsius, time 45 minute. Product: BrC=1C=C(C=C(C1)C#CC1=CC=CC=C1)C#CCOC1=CC=C(OCC(=O)O)C=C1 ({4-[3-(3-Bromo-5-phenylethynyl-phenyl)-prop-2-ynyloxy]-phenoxy}-acetic acid). As a reaction SMILES: C[O:2][C:3](=[O:31])[CH2:4][O:5][C:6]1[CH:11]=[CH:10][C:9]([O:12][CH2:13][C:14]#[C:15][C:16]2[CH:21]=[C:20]([C:22]#[C:23][C:24]3[CH:29]=[CH:28][CH:27]=[CH:26][CH:25]=3)[CH:19]=[C:18]([Br:30])[CH:17]=2)=[CH:8][CH:7]=1.[Li+].[OH-].O.Cl>C1COCC1.CO>[Br:30][C:18]1[CH:17]=[C:16]([C:15]#[C:14][CH2:13][O:12][C:9]2[CH:8]=[CH:7][C:6]([O:5][CH2:4][C:3]([OH:31])=[O:2])=[CH:11][CH:10]=2)[CH:21]=[C:20]([C:22]#[C:23][C:24]2[CH:25]=[CH:26][CH:27]=[CH:28][CH:29]=2)[CH:19]=1 |f:1.2|. Procedure: To a solution of {4-[3-(3-bromo-5-phenylethynyl-phenyl)-prop-2-ynyloxy]-phenoxy}-acetic acid methyl ester (66 mg, 0.14 mmol) in THF (1.5 ml) and methanol (0.3 ml) was added a ice-cold solution of LiOH (1 M, 2 ml). The reaction mixture was stirred at 0° C. for 45 min., after which water (10 ml) and aqueous HCl (1M, 2 ml) were added. The mixture was extracted with ethyl acetate (2×5 ml), and the combined organic phases were dried and evaporated to give the title compound in 64 mg (100%) yield. Yields the product CCCC=CC(=O)Oc1ccc(-c2ccc(CCCCC)s2)cc1. Starting materials: CCCC=CC(=O)O, C(=NC1CCCCC1)=NC1CCCCC1, ClCCl, CCCCCc1ccc(-c2ccc(O)cc2)s1. RXN SMILES: [C:33]([CH:34]=[CH:35][CH2:36][CH2:37][CH3:38])(=[O:39])[OH:40].[CH:1]1([N:2]=[C:3]=[N:4][CH:5]2[CH2:6][CH2:7][CH2:8][CH2:9][CH2:10]2)[CH2:11][CH2:12][CH2:13][CH2:14][CH2:15]1.[Cl:41][CH2:42][Cl:43].[OH:16][c:17]1[cH:18][cH:19][c:20](-[c:23]2[s:24][c:25]([CH2:28][CH2:29][CH2:30][CH2:31][CH3:32])[cH:26][cH:27]2)[cH:21][cH:22]1>>[O:16]([c:17]1[cH:18][cH:19][c:20](-[c:23]2[s:24][c:25]([CH2:28][CH2:29][CH2:30][CH2:31][CH3:32])[cH:26][cH:27]2)[cH:21][cH:22]1)[C:33]([CH:34]=[CH:35][CH2:36][CH2:37][CH3:38])=[O:39].